From a dataset of the Open Reaction Database (ORD), a public repository of structured organic reaction records. describe an organic reaction: reactants, conditions, products, and yield Starting materials: ClC1=CC=NC2=CC(=C(C=C12)C(=O)NCCCN1CCOCC1)OC (4-chloro-7-methoxy-N-(3-morpholinopropyl)quinoline-6-carboxamide), O(C1=CC=CC=C1)C1=CC=C(C=C1)O (4-phenoxyphenol), C([O-])([O-])=O.[K+].[K+] (potassium carbonate). Run in CN(C)C=O (DMF). Run at temperature 100 celsius. Yields the product COC1=C(C=C2C(=CC=NC2=C1)OC1=CC=C(C=C1)OC1=CC=CC=C1)C(=O)NCCCN1CCOCC1 (7-methoxy-N-(3-morpholinopropyl)-4-(4-phenoxyphenoxy)quinoline-6-carboxamide). Isolated yield 59.8%. As a reaction SMILES: Cl[C:2]1[C:11]2[C:6](=[CH:7][C:8]([O:24][CH3:25])=[C:9]([C:12]([NH:14][CH2:15][CH2:16][CH2:17][N:18]3[CH2:23][CH2:22][O:21][CH2:20][CH2:19]3)=[O:13])[CH:10]=2)[N:5]=[CH:4][CH:3]=1.[O:26]([C:33]1[CH:38]=[CH:37][C:36]([OH:39])=[CH:35][CH:34]=1)[C:27]1[CH:32]=[CH:31][CH:30]=[CH:29][CH:28]=1.C(=O)([O-])[O-].[K+].[K+]>CN(C=O)C>[CH3:25][O:24][C:8]1[CH:7]=[C:6]2[C:11]([C:2]([O:39][C:36]3[CH:35]=[CH:34][C:33]([O:26][C:27]4[CH:32]=[CH:31][CH:30]=[CH:29][CH:28]=4)=[CH:38][CH:37]=3)=[CH:3][CH:4]=[N:5]2)=[CH:10][C:9]=1[C:12]([NH:14][CH2:15][CH2:16][CH2:17][N:18]1[CH2:23][CH2:22][O:21][CH2:20][CH2:19]1)=[O:13] |f:2.3.4|. Procedure details: A mixture of 4-chloro-7-methoxy-N-(3-morpholinopropyl)quinoline-6-carboxamide (0.154 g), 4-phenoxyphenol (0.11 g), potassium carbonate (0.207 g) and DMF (4 ml) was stirred and heated to 100° C. for 16 hours. The mixture was evaporated and the residue was partitioned between ethyl acetate and water. The aqueous phase was further extracted with ethyl acetate and the combined organic extracts were washed with a saturated aqueous sodium chloride solution, dried over magnesium sulphate and evaporated... Reactants: OC=1C=C(C(=O)NC2=CC=C(C=N2)C(=O)OC)C=C(C1)OC(C)C (Methyl 6-[(3-hydroxy-5-isopropoxybenzoyl)amino]-3-pyridinecarboxylate), CC(C)OC(=O)/N=N/C(=O)OC(C)C (diisopropylazodicarboxylate), C1(=CC=CC=C1)P(C1=CC=CC=C1)C1=CC=CC=C1 (triphenylphosphine), C(C(C)C)O (iso-butanol). The solvent is C1CCOC1 (THF). Reaction conditions: time 15 minute. Product: C(C(C)C)OC=1C=C(C(=O)NC2=CC=C(C=N2)C(=O)OC)C=C(C1)OC(C)C (methyl 6-[(3-isobutoxy-5-isopropoxybenzoyl)amino]-3-pyridinecarboxylate). RXN SMILES: [OH:1][C:2]1[CH:3]=[C:4]([CH:18]=[C:19]([O:21][CH:22]([CH3:24])[CH3:23])[CH:20]=1)[C:5]([NH:7][C:8]1[N:13]=[CH:12][C:11]([C:14]([O:16][CH3:17])=[O:15])=[CH:10][CH:9]=1)=[O:6].C1(P(C2C=CC=CC=2)C2C=CC=CC=2)C=CC=CC=1.[CH2:44](O)[CH:45]([CH3:47])[CH3:46].CC(OC(/N=N/C(OC(C)C)=O)=O)C>C1COCC1>[CH2:44]([O:1][C:2]1[CH:3]=[C:4]([CH:18]=[C:19]([O:21][CH:22]([CH3:24])[CH3:23])[CH:20]=1)[C:5]([NH:7][C:8]1[N:13]=[CH:12][C:11]([C:14]([O:16][CH3:17])=[O:15])=[CH:10][CH:9]=1)=[O:6])[CH:45]([CH3:47])[CH3:46]. Procedure details: Methyl 6-[(3-hydroxy-5-isopropoxybenzoyl)amino]-3-pyridinecarboxylate (0.300 g, 0.91 mM), triphenylphosphine (0.238 g, 0.91 mM), iso-butanol (0.084 ml, 0.91 mM) and THF (8 ml) were combined and diisopropylazodicarboxylate (0.18 ml, 0.91 mM) was added dropwise. The mixture was stirred for 15 mins at ambient temperature. The reaction was concentrated under reduced pressure and the resulting brown oil was purified by column chromatography on Kieselgel 60, eluting with a gradient of 50–100% methylen... Reactants: BrCCCCCCBr, [Na+], [OH-], O, OCCCCCCc1ccccn1. Yields the product BrCCCCCCOCCCCCCc1ccccn1. As a reaction SMILES: [Br:14][CH2:15][CH2:16][CH2:17][CH2:18][CH2:19][CH2:20][Br:21].[Na+:23].[OH-:22].[OH2:24].[n:1]1[c:2]([CH2:7][CH2:8][CH2:9][CH2:10][CH2:11][CH2:12][OH:13])[cH:3][cH:4][cH:5][cH:6]1>>[n:1]1[c:2]([CH2:7][CH2:8][CH2:9][CH2:10][CH2:11][CH2:12][O:13][CH2:20][CH2:19][CH2:18][CH2:17][CH2:16][CH2:15][Br:14])[cH:3][cH:4][cH:5][cH:6]1. Starting materials: [I-].[Na+] (Sodium iodide), CS(=O)(=O)OCCCCC(C(C(C(F)(F)F)(F)F)(F)F)(F)F (1-methanesulfonyloxy-5,5,6,6,7,7,8,8,8-nonafluorooctane), O (water). Solvent: CC(=O)C (acetone). Product: ICCCCC(C(C(C(F)(F)F)(F)F)(F)F)(F)F (1-iodo-5,5,6,6,7,7,8,8,8-nonafluorooctane). Isolated yield 93.2%. Reaction SMILES: [I-:1].[Na+].CS(O[CH2:8][CH2:9][CH2:10][CH2:11][C:12]([F:24])([F:23])[C:13]([F:22])([F:21])[C:14]([F:20])([F:19])[C:15]([F:18])([F:17])[F:16])(=O)=O.O>CC(C)=O>[I:1][CH2:8][CH2:9][CH2:10][CH2:11][C:12]([F:24])([F:23])[C:13]([F:22])([F:21])[C:14]([F:20])([F:19])[C:15]([F:18])([F:17])[F:16] |f:0.1|. Procedure: Sodium iodide (10.32 g, 68.88 mmol) was added to a solution of 1-methanesulfonyloxy-5,5,6,6,7,7,8,8,8-nonafluorooctane (8.5 g, 22.96 mmol) in acetone (300 ml), followed by heating under reflux for 12 hours. After the reaction was completed, water was added to the reaction mixture, which was then extracted twice with ethyl acetate. The combined organic layers were washed with 1% aqueous sodium thiosulfate and saturated aqueous sodium chloride, and then dried over anhydrous magnesium sulfate. The ...